Dataset: the Open Reaction Database (ORD), a public repository of structured organic reaction records. Task: describe an organic reaction: reactants, conditions, products, and yield The reactants are ClC1=C(CC=2N=COC2)C(=CC=C1)Cl (4-(2',6'-dichlorobenzyl)oxazole), C(=O)N (formamide). Solvent: O (water). Conditions: temperature 180 celsius, time 4 hour. The product is ClC1=C(CC=2N=CNC2)C(=CC=C1)Cl (4-(2',6'-Dichlorobenzyl)imidazole). Reaction SMILES: [Cl:1][C:2]1[CH:13]=[CH:12][CH:11]=[C:10]([Cl:14])[C:3]=1[CH2:4][C:5]1[N:6]=[CH:7]O[CH:9]=1.C([NH2:17])=O>O>[Cl:1][C:2]1[CH:13]=[CH:12][CH:11]=[C:10]([Cl:14])[C:3]=1[CH2:4][C:5]1[N:6]=[CH:7][NH:17][CH:9]=1. Procedure details: A mixture of 10 g of 4-(2',6'-dichlorobenzyl)oxazole and 30 ml of formamide is stirred at 180° C. for 4 hours. The mixture is cooled and diluted with water. The reaction product is thereafter isolated in the same manner as described in Example 49(d). Reactants: 12-L, [OH-].OCC[N+](C)(C)C (Choline hydroxide), [OH-].OCC[N+](C)(C)C (choline hydroxide), CC1=NS(=O)(=O)C=2C=C(C=CC2N1)Cl (diazoxide), 5.0-L. Run in C1CCOC1 (THF). Run at temperature 55 celsius, time 30 minute. Yields the product CC1=NC2=C(C=C(C=C2)Cl)S(=O)(=O)[N-]1.C[N+](C)(C)CCO (diazoxide choline). Reaction SMILES: [CH3:1][C:2]1[NH:13][C:12]2[CH:11]=[CH:10][C:9]([Cl:14])=[CH:8][C:7]=2[S:4](=[O:6])(=[O:5])[N:3]=1.[OH-].[OH:16][CH2:17][CH2:18][N+:19]([CH3:22])([CH3:21])[CH3:20]>C1COCC1>[CH3:1][C:2]1[N-:3][S:4](=[O:5])(=[O:6])[C:7]2[CH:8]=[C:9]([Cl:14])[CH:10]=[CH:11][C:12]=2[N:13]=1.[CH3:20][N+:19]([CH2:18][CH2:17][OH:16])([CH3:22])[CH3:21] |f:1.2,4.5|. Reported procedure: A 12-L reaction flash was charged with 2.0 kg diazoxide and 5.0-L THF with stirring and heating to 55° C. Choline hydroxide (45% solution in methanol, 2.32 L) was added dropwise to this reaction mixture over about 2.5 hr with stirring. The temperature was maintained at 60±5° C. After addition of choline hydroxide, stirring was continued for about 30 min. The reaction mixture was clarified by in-line 10 micron filtration upon transfer to a 22-L reaction flask pre-charged with 2-L pre-filtered THF... Starting materials: C1CCOC1, [Li]CCCC, Cn1cccn1, Cc1ccc(C)c(OCc2ccccc2C(=O)Cl)c1, CCCCCC, Cl. The product is Cc1ccc(C)c(OCc2ccccc2C(=O)c2ccnn2C)c1. RXN SMILES: [CH2:37]1[O:38][CH2:39][CH2:40][CH2:41]1.[CH2:7]([Li:8])[CH2:9][CH2:10][CH3:11].[CH3:12][n:13]1[n:14][cH:15][cH:16][cH:17]1.[CH3:18][c:19]1[c:20]([O:21][CH2:22][c:23]2[c:24]([C:25](=[O:26])[Cl:27])[cH:28][cH:29][cH:30][cH:31]2)[cH:32][c:33]([CH3:36])[cH:34][cH:35]1.[CH3:1][CH2:2][CH2:3][CH2:4][CH2:5][CH3:6].[ClH:42]>>[CH3:12][n:13]1[n:14][cH:15][cH:16][c:17]1[C:25]([c:24]1[c:23]([CH2:22][O:21][c:20]2[c:19]([CH3:18])[cH:35][cH:34][c:33]([CH3:36])[cH:32]2)[cH:31][cH:30][cH:29][cH:28]1)=[O:26].